Dataset: the Open Reaction Database (ORD), a public repository of structured organic reaction records. Task: describe an organic reaction: reactants, conditions, products, and yield The reactants are S(=O)(=O)(C1=CC=C(C)C=C1)N1C=CC2=C1N=CN=C2N[C@H]2CN(CCC2)C(=O)OC(C)(C)C ((R)-tert-butyl 3-(7-tosyl-7H-pyrrolo[2,3-d]pyrimidin-4-ylamino)piperidine-1-carboxylate), [H-].[Na+] (NaH), O (water), C(C=C)Br (allyl bromide). Run in CN(C)C=O (DMF). Conditions: time 1 hour. Product: C(C=C)N([C@H]1CN(CCC1)C(=O)OC(C)(C)C)C=1C2=C(N=CN1)N(C=C2)S(=O)(=O)C2=CC=C(C)C=C2 ((R)-tert-butyl 3-(allyl(7-tosyl-7H-pyrrolo[2,3-d]pyrimidin-4-yl)amino)piperidine-1-carboxylate). The yield is 83.8%. RXN SMILES: [S:1]([N:11]1[C:15]2[N:16]=[CH:17][N:18]=[C:19]([NH:20][C@@H:21]3[CH2:26][CH2:25][CH2:24][N:23]([C:27]([O:29][C:30]([CH3:33])([CH3:32])[CH3:31])=[O:28])[CH2:22]3)[C:14]=2[CH:13]=[CH:12]1)([C:4]1[CH:10]=[CH:9][C:7]([CH3:8])=[CH:6][CH:5]=1)(=[O:3])=[O:2].[H-].[Na+].[CH2:36](Br)[CH:37]=[CH2:38].O>CN(C=O)C>[CH2:38]([N:20]([C:19]1[C:14]2[CH:13]=[CH:12][N:11]([S:1]([C:4]3[CH:5]=[CH:6][C:7]([CH3:8])=[CH:9][CH:10]=3)(=[O:3])=[O:2])[C:15]=2[N:16]=[CH:17][N:18]=1)[C@@H:21]1[CH2:26][CH2:25][CH2:24][N:23]([C:27]([O:29][C:30]([CH3:33])([CH3:32])[CH3:31])=[O:28])[CH2:22]1)[CH:37]=[CH2:36] |f:1.2|. Reported procedure: To a solution of (R)-tert-butyl 3-(7-tosyl-7H-pyrrolo[2,3-d]pyrimidin-4-ylamino)piperidine-1-carboxylate (1.0 g, 2.1 mmol) in DMF (5 mL), NaH (60% suspension in mineral oil, 100 mg, 2.5 mmol) was added at 0° C. and the reaction mixture was stirred for 1 h. To the reaction mixture was added allyl bromide (308 mg, 2.12 mmol) and the reaction mixture was stirred for 6 h. The solution was diluted with ice-cooled water and stirred for 15 min, the solution was then extracted with EtOAc, dried over Na2... Reactants: NCC=1C(=CC(=C(C1)C=1NC(N(N1)C1=CC=C(C=C1)Cl)=O)Cl)F (5-(5-(aminomethyl)-2-chloro-4-fluorophenyl)-2-(4-chlorophenyl)-2H-1,2,4-triazol-3(4H)-one), C(C(C)(C)C)(=O)Cl (pivaloyl chloride), TEA. The solvent is C1CCOC1 (THF). Yields the product ClC1=CC(=C(CNC(C(C)(C)C)=O)C=C1C1=NN(C(N1)=O)C1=CC=C(C=C1)Cl)F (N-(4-Chloro-5-(1-(4-chlorophenyl)-4,5-dihydro-5-oxo-1H-1,2,4-triazol-3-yl)-2-fluorobenzyl)pivalamide). RXN SMILES: [NH2:1][CH2:2][C:3]1[C:4]([F:23])=[CH:5][C:6]([Cl:22])=[C:7]([C:9]2[NH:10][C:11](=[O:21])[N:12]([C:14]3[CH:19]=[CH:18][C:17]([Cl:20])=[CH:16][CH:15]=3)[N:13]=2)[CH:8]=1.[C:24](Cl)(=[O:29])[C:25]([CH3:28])([CH3:27])[CH3:26]>C1COCC1>[Cl:22][C:6]1[C:7]([C:9]2[NH:10][C:11](=[O:21])[N:12]([C:14]3[CH:15]=[CH:16][C:17]([Cl:20])=[CH:18][CH:19]=3)[N:13]=2)=[CH:8][C:3]([CH2:2][NH:1][C:24](=[O:29])[C:25]([CH3:28])([CH3:27])[CH3:26])=[C:4]([F:23])[CH:5]=1. Procedure: The title compound was prepared according to the procedure described in Example-108 by using 5-(5-(aminomethyl)-2-chloro-4-fluorophenyl)-2-(4-chlorophenyl)-2H-1,2,4-triazol-3(4H)-one (Intermediate-78, 0.120 g), pivaloyl chloride (0.5 mL), TEA (2.0 mL), dry THF (5 mL) to afford 0.033 g of the desired product. 1H NMR (300 MHz, DMSO): δ 1.12 (s, 9H), 4.30 (br s, 2H), 7.53-7.63 (m, 4H), 7.95 (d, J=12.8 Hz, 2H), 8.14 (s, 1H), 12.61 (s, 1H); MS (m/z): 437.47 (M+H)+. The product is C(C)(C)(C)OC(=O)NCC1=CC=C(S1)CC(=O)N[C@H]1[C@@H]2N(C(=C(CS2)CSC=2N=[N+](C(=CC2)C)[O-])C(=O)O)C1=O (7β-[2-(5-tert.-butoxycarbonylaminomethyl-2-thienyl)-acetylamino]-3-[(6-methyl-1-oxido-pyridazin-3-yl-thio)-methyl]-ceph-3-em-4-carboxylic acid). Conditions: temperature 40 celsius. As a reaction SMILES: CN(C)C1C=CC=CC=1.C[Si](C)(C)Cl.[NH2:15][C@@H:16]1[C:36](=[O:37])[N:18]2[C:19]([C:33]([OH:35])=[O:34])=[C:20]([CH2:23][S:24][C:25]3[N:26]=[N+:27]([O-:32])[C:28]([CH3:31])=[CH:29][CH:30]=3)[CH2:21][S:22][C@H:17]12.[C:38]([O:42][C:43]([NH:45][CH2:46][C:47]1[S:51][C:50]([CH2:52][C:53](O)=[O:54])=[CH:49][CH:48]=1)=[O:44])([CH3:41])([CH3:40])[CH3:39].C(Cl)(=O)C(Cl)=O>C(Cl)Cl.CN(C)C=O.C(N(CC)CC)C>[C:38]([O:42][C:43]([NH:45][CH2:46][C:47]1[S:51][C:50]([CH2:52][C:53]([NH:15][C@@H:16]2[C:36](=[O:37])[N:18]3[C:19]([C:33]([OH:35])=[O:34])=[C:20]([CH2:23][S:24][C:25]4[N:26]=[N+:27]([O-:32])[C:28]([CH3:31])=[CH:29][CH:30]=4)[CH2:21][S:22][C@H:17]23)=[O:54])=[CH:49][CH:48]=1)=[O:44])([CH3:41])([CH3:40])[CH3:39]. Solvent: CN(C=O)C (dimethylformamide), C(Cl)Cl (methylene chloride), C(Cl)Cl (methylene chloride), C(C)N(CC)CC (triethylamine). Reactants: C(C)(C)(C)OC(=O)NCC1=CC=C(S1)CC(=O)O (2-(5-tert.-butoxycarbonylaminomethyl-2-thienyl)-acetic acid), CN(C1=CC=CC=C1)C (N,N-dimethylaniline), C[Si](Cl)(C)C (trimethylchlorosilane), N[C@H]1[C@@H]2N(C(=C(CS2)CSC=2N=[N+](C(=CC2)C)[O-])C(=O)O)C1=O (7β-amino-3-[(6-methyl-1-oxido-pyridazin-3-ylthio)-methyl]-ceph-3-em-4-carboxylic acid), C(C(=O)Cl)(=O)Cl (oxalyl chloride). Procedure details: 1.50 ml of triethylamine, 1.6 ml of N,N-dimethylaniline and 2,3 ml of trimethylchlorosilane are added to a stirred suspension of 2.13 g of 7β-amino-3-[(6-methyl-1-oxido-pyridazin-3-ylthio)-methyl]-ceph-3-em-4-carboxylic acid in 20 ml of methylene chloride at 20°-25° C. The mixture is warmed to 40° C over the course of 20 minutes, whilst stirring, and is then cooled to +5° C. At the same time, 1.95 g of 2-(5-tert.-butoxycarbonylaminomethyl-2-thienyl)-acetic acid are dissolved in 20 ml of methylen...